From a dataset of the Open Reaction Database (ORD), a public repository of structured organic reaction records. describe an organic reaction: reactants, conditions, products, and yield Reactants: O=C(Nc1cccc([N+](=O)[O-])c1)c1cccc(C(F)(F)F)c1, C1CCOC1. The product is Nc1cccc(NC(=O)c2cccc(C(F)(F)F)c2)c1. RXN SMILES: [N+:1]([O-:2])(=[O:3])[c:4]1[cH:5][c:6]([NH:10][C:11]([c:12]2[cH:13][c:14]([C:18]([F:19])([F:20])[F:21])[cH:15][cH:16][cH:17]2)=[O:22])[cH:7][cH:8][cH:9]1.[O:23]1[CH2:24][CH2:25][CH2:26][CH2:27]1>>[NH2:1][c:4]1[cH:5][c:6]([NH:10][C:11]([c:12]2[cH:13][c:14]([C:18]([F:19])([F:20])[F:21])[cH:15][cH:16][cH:17]2)=[O:22])[cH:7][cH:8][cH:9]1. Reactants: FC1=NC(=CC(=C1)C(F)(F)F)C (2-fluoro-4-trifluoromethyl-6-methylpyridine), ClC1=C(N)C(=CC=C1)Cl (2,6-dichloroaniline), [H-].[Na+] (sodium hydride), ice water, [H][H] (hydrogen). Run in CS(=O)C (dimethyl sulfoxide), CS(=O)C (dimethyl sulfoxide), CS(=O)C (dimethyl sulfoxide). Reaction conditions: time 2 hour. Yields the product ClC1=C(NC2=NC(=CC(=C2)C(F)(F)F)C)C(=CC=C1)Cl (2,6-Dichloroanilino-4-trifluoromethyl-6-methylpyridine). Yield: 54.8%. RXN SMILES: [Cl:1][C:2]1[CH:8]=[CH:7][CH:6]=[C:5]([Cl:9])[C:3]=1[NH2:4].[H-].[Na+].[H][H].F[C:15]1[CH:20]=[C:19]([C:21]([F:24])([F:23])[F:22])[CH:18]=[C:17]([CH3:25])[N:16]=1>CS(C)=O>[Cl:1][C:2]1[CH:8]=[CH:7][CH:6]=[C:5]([Cl:9])[C:3]=1[NH:4][C:15]1[CH:20]=[C:19]([C:21]([F:22])([F:24])[F:23])[CH:18]=[C:17]([CH3:25])[N:16]=1 |f:1.2|. Procedure details: 4.0 g (0.025 mol) of 2,6-dichloroaniline in 20 ml of dimethyl sulfoxide are added dropwise at 15°-20° C. to 1.2 g (0.05 mol) of sodium hydride in 20 ml of dimethyl sulfoxide. After hydrogen has ceased to evolve, 4.5 g (0.025 mol) of 2-fluoro-4-trifluoromethyl-6-methylpyridine in 10 ml of dimethyl sulfoxide are added dropwise, whereupon the temperature rises to 30° C. The reaction mixture is stirred for 2 hours at room temperature and then ice-water is added. After extraction with diethyl ether, ... Starting materials: ClC=1C(=NC=C(C1)C(F)(F)F)CC=NC(C1=C(C=CC=C1)C(F)(F)F)=O (N-{2-[3-chloro-5-(trifluoromethyl)pyridin-2-yl]ethylidene}-2-(trifluoromethyl)benzamide), ClCCl (dichloromethane), O (water), S(O)(O)(=O)=O (sulfuric acid). The solvent is CO (methanol). Conditions: time 48 hour. The product is ClC=1C(=NC=C(C1)C(F)(F)F)CC(OC)NC(C1=C(C=CC=C1)C(F)(F)F)=O (N-{2-[3-chloro-5-(trifluoromethyl)pyridin-2-yl]-1-methoxyethyl}-2-(trifluoromethyl)benzamide). Yield: 63.0%. As a reaction SMILES: [Cl:1][C:2]1[C:3]([CH2:12][CH:13]=[N:14][C:15](=[O:26])[C:16]2[CH:21]=[CH:20][CH:19]=[CH:18][C:17]=2[C:22]([F:25])([F:24])[F:23])=[N:4][CH:5]=[C:6]([C:8]([F:11])([F:10])[F:9])[CH:7]=1.S(=O)(=O)(O)O.Cl[CH2:33]Cl.[OH2:35]>CO>[Cl:1][C:2]1[C:3]([CH2:12][CH:13]([NH:14][C:15](=[O:26])[C:16]2[CH:21]=[CH:20][CH:19]=[CH:18][C:17]=2[C:22]([F:23])([F:24])[F:25])[O:35][CH3:33])=[N:4][CH:5]=[C:6]([C:8]([F:9])([F:11])[F:10])[CH:7]=1. Procedure: 0.16 g of N-{2-[3-chloro-5-(trifluoromethyl)pyridin-2-yl]ethylidene}-2-(trifluoromethyl)benzamide (Int-6) were diluted in 2 mL of methanol. 50 μL of sulfuric acid 99% were added. The reaction mixture was stirred at room temperature for 48 hours. A mixture of dichloromethane (10 mL) and water (5 mL) was added. After separation, the aqueous phase was extracted twice with dichloromethane. The combined organic phases were washed with 5 mL of water, dried over magnesium sulfate, filtered, concentrate... Reactants: O=C([O-])c1ccccc1C(=O)O[O-], Cc1cc(Nc2nccc(C(F)(F)F)n2)cc(-c2cnc(C3(O)CCSCC3)s2)c1, CO, ClCCl, [Mg+2], [Na+], [Na+], O=S([O-])([O-])=S, O, O, O, O, O, O, O. The product is Cc1cc(Nc2nccc(C(F)(F)F)n2)cc(-c2cnc(C3(O)CCS(=O)(=O)CC3)s2)c1. RXN SMILES: [C:42]([O:43][O-:44])(=[O:45])[c:46]1[c:47]([C:52]([O-:53])=[O:54])[cH:48][cH:49][cH:50][cH:51]1.[CH3:1][c:2]1[cH:3][c:4](-[c:19]2[cH:20][n:21][c:22]([C:24]3([OH:30])[CH2:25][CH2:26][S:27][CH2:28][CH2:29]3)[s:23]2)[cH:5][c:6]([NH:8][c:9]2[n:10][cH:11][cH:12][c:13]([C:15]([F:16])([F:17])[F:18])[n:14]2)[cH:7]1.[CH3:34][OH:35].[Cl:31][CH2:32][Cl:33].[Mg+2:55].[Na+:56].[Na+:57].[O-:58][S:59]([O-:60])(=[S:61])=[O:62].[OH2:36].[OH2:37].[OH2:38].[OH2:39].[OH2:40].[OH2:41].[OH2:63]>>[CH3:1][c:2]1[cH:3][c:4](-[c:19]2[cH:20][n:21][c:22]([C:24]3([OH:30])[CH2:25][CH2:26][S:27](=[O:36])(=[O:37])[CH2:28][CH2:29]3)[s:23]2)[cH:5][c:6]([NH:8][c:9]2[n:10][cH:11][cH:12][c:13]([C:15]([F:16])([F:17])[F:18])[n:14]2)[cH:7]1. Starting materials: C(C(C)C)C1[C@@H](C(NC1)=O)C(=O)O ((S)-4-isobutyl-2-oxo-pyrrolidine-3-carboxylic acid), C(C(C)C)C1[C@@H](C(NC1)=O)C(=O)O ((S)-4-isobutyl-2-oxo-pyrrolidine-3-carboxylic acid), Cl (HCl), O (water). Run in CC(=O)O (HOAc). Reaction conditions: temperature 110 celsius. Yields the product CC(C)C[C@@H](CC(=O)O)CN (pregabalin). The yield is 80.0%. RXN SMILES: [CH2:1]([CH:5]1[CH2:9][NH:8]C(=O)[C@H:6]1[C:11]([OH:13])=[O:12])[CH:2]([CH3:4])[CH3:3].Cl.O>CC(O)=O>[CH3:4][CH:2]([CH2:1][C@H:5]([CH2:9][NH2:8])[CH2:6][C:11]([OH:13])=[O:12])[CH3:3]. Reported procedure: A reactor vessel (60 L) was charged with (S)-4-isobutyl-2-oxo-pyrrolidine-3-carboxylic acid (Formula 10), HCl (36-38%, 30 L), and water (29 L). HOAc (1 L) was added to the solution and the resulting slurry was heated for 36-38 h at 80° C. and for an additional 6 h at 110° C. The extent of reaction was monitored by HPLC (C18 column, 4.6 mm×150 mm, detection at 200 nm). Water and excess HCl were evaporated to afford an oil, which was washed with MTBE (2×15 L). Water was added to the oil and the mi... The reactants are CCOc1ccc2c([N+](=O)[O-])cccc2n1, CCOC(C)=O, [H][H]. The product is CCOc1ccc2c(N)cccc2n1. Reaction SMILES: [CH2:1]([CH3:2])[O:3][c:4]1[n:5][c:6]2[cH:7][cH:8][cH:9][c:10]([N+:14]([O-:15])=[O:16])[c:11]2[cH:12][cH:13]1.[CH3:19][CH2:20][O:21][C:22](=[O:23])[CH3:24].[H:17][H:18]>>[CH2:1]([CH3:2])[O:3][c:4]1[n:5][c:6]2[cH:7][cH:8][cH:9][c:10]([NH2:14])[c:11]2[cH:12][cH:13]1. Reaction SMILES: FC(F)(F)C(O)=O.[C:8]1([CH:14]2[CH2:18][CH2:17][CH:16]([C:19]3[CH:24]=[CH:23][CH:22]=[CH:21][CH:20]=3)[NH:15]2)[CH:13]=[CH:12][CH:11]=[CH:10][CH:9]=1.[OH-].[Na+].[ClH:27]>C(OCC)C.O>[ClH:27].[C:19]1([CH:16]2[CH2:17][CH2:18][CH:14]([C:8]3[CH:13]=[CH:12][CH:11]=[CH:10][CH:9]=3)[NH:15]2)[CH:20]=[CH:21][CH:22]=[CH:23][CH:24]=1 |f:2.3,7.8|. Conditions: temperature 0 celsius, time 10 minute. Run in C(C)OCC (diethyl-ether), O (water). Starting materials: Cl (HCl), FC(C(=O)O)(F)F (Trifluoroacetic acid), C1(=CC=CC=C1)C1NC(CC1)C1=CC=CC=C1 (2,5-diphenylpyrrolidine), [OH-].[Na+] (NaOH). The product is Cl.C1(=CC=CC=C1)C1NC(CC1)C1=CC=CC=C1 (2,5-diphenylpyrrolidine, hydrochloride). Procedure: Trifluoroacetic acid (10 ml) was added to 2,5-diphenylpyrrolidine (1.01 g, 3.13 minol) at 0° C. The mixture was stirred at 0° C. for 10 minutes, then the solvent was evaporated to afford a light brown solid to which was added 100 ml of water. To this solution was added 1N NaOH until pH=14 and the aqueous phase was extracted with chloroform. The organic phase was washed with 1N NaOH, water, brine and dried over MgSO4. After filtration and evaporation to dryness, the light-yellow solid obtained wa... Starting materials: C(C)(=O)C=1C=C(C=CC1)OC[C@H]1CO1 ((R)-glycidyl 3-acetylphenyl ether), [H][H] (hydrogen), ( 12 ), C(C)(=O)C=1C=C(C=CC1)OC[C@H]1CO1 ((R)-glycidyl 3-acetylphenyl ether). Run in CC(C)O (2-propanol). Conditions: time 14 hour. The product is OC(C)C=1C=C(C=CC1)OC[C@H]1CO1 ((R)-glycidyl 3-(1-hydroxyethyl)phenyl ether). Yield: 98.0%. Reaction SMILES: [C:1]([C:4]1[CH:5]=[C:6]([O:10][CH2:11][C@@H:12]2[O:14][CH2:13]2)[CH:7]=[CH:8][CH:9]=1)(=[O:3])[CH3:2].[H][H]>CC(O)C>[OH:3][CH:1]([C:4]1[CH:5]=[C:6]([O:10][CH2:11][C@@H:12]2[O:14][CH2:13]2)[CH:7]=[CH:8][CH:9]=1)[CH3:2]. Procedure: Chiral hydrogenation of (R)-glycidyl 3-acetylphenyl ether was carried out (see formula (12) below). That is, a reaction was carried out in accordance with the procedures of Example 4 using the (S,SS)-ruthenium hydride complex (1.5 mg; 0.00125 mmol) synthesized in Example 2 and using (R)-glycidyl 3-acetylphenyl ether (481 mg; 2.5 mmol) as the substrate and 2-propanol (2.5 mL) as the solvent. However, the hydrogen pressure was set to 8 atmosphere, the reaction temperature was set to 25° C., and th... Reactants: C[Si]([Si](C)(C)C)(C)C.[Li] (lithium hexamethyl disilane), O.NN (Hydrazine monohydrate), S1C2=C(C=C1)C(CC2)=O (5,6-Dihydro-cyclopenta[b]thiophen-4-one), N(=C=S)C1=CC=C(C=C1)S(=O)(=O)N1CCCCC1 (1-(4-Isothiocyanato-benzenesulfonyl)-piperidine). Run in C(C)(=O)O (acetic acid), C1CCOC1 (THF), O (water). Conditions: time 8 hour. Yields the product S1C=2CC3=C(C2C=C1)NN=C3NC3=CC=C(C=C3)S(=O)(=O)N3CCCCC3 ((4,7-Dihydro-1-thia-4,5-diaza-cyclopenta[a]pentalen-6-yl)-[4-(piperidine-1-sulfonyl)-phenyl]-amine). Yield: 29.0%. RXN SMILES: [S:1]1[CH:5]=[CH:4][C:3]2[C:6](=O)[CH2:7][CH2:8][C:2]1=2.[N:10]([C:13]1[CH:18]=[CH:17][C:16]([S:19]([N:22]2[CH2:27][CH2:26][CH2:25][CH2:24][CH2:23]2)(=[O:21])=[O:20])=[CH:15][CH:14]=1)=[C:11]=S.C[Si](C)(C)[Si](C)(C)C.[Li].O.[NH2:38][NH2:39]>C1COCC1.O.C(O)(=O)C>[S:1]1[CH:5]=[CH:4][C:3]2[C:6]3[NH:38][N:39]=[C:11]([NH:10][C:13]4[CH:18]=[CH:17][C:16]([S:19]([N:22]5[CH2:27][CH2:26][CH2:25][CH2:24][CH2:23]5)(=[O:21])=[O:20])=[CH:15][CH:14]=4)[C:7]=3[CH2:8][C:2]1=2 |f:2.3,4.5,^1:35|. Procedure: A mixture of 5,6-Dihydro-cyclopenta[b]thiophen-4-one (1.0 g, 7.4 mmol) and 1-(4-Isothiocyanato-benzenesulfonyl)-piperidine (2.0 g, 7.4 mmol) in THF (2.0 mL) was added to lithium hexamethyl disilane (7.0 mL, 7.2 mmol) dropwise at room temperature. The reaction mixture was stirred for 8 hr. Hydrazine monohydrate (0.4 mL, 7.9 mmol) and glacial acetic acid (0.5 mL) were added to the reaction mixture, which was then heated at the reflux temperature for 24 hr. The resulting mixture was added to water ...